This data is from the Open Reaction Database (ORD), a public repository of structured organic reaction records. The task is: describe an organic reaction: reactants, conditions, products, and yield The product is ClC1=NC=C(C(=O)NC(C(=O)OCC)C(C)=O)C(=C1)NC(C)C (ethyl 2-(6-chloro-4-(isopropylamino)nicotinamido)-3-oxobutanoate). Procedure: A stirred solution of 6-chloro-4-(isopropylamino)nicotinic acid (2) in DCM (15 mL) was cooled to 0° C., oxalyl chloride (2 equiv) was added, followed by addition of 2 drops of DMF. The reaction mixture was stirred at room temperature for 2 h. The reaction mixture was concentrated to remove excess of oxalyl chloride. The acyl chloride, generated in-situ was dissolved in THF and added dropwise to a cool, stirred solution of ethyl 2-amino-3-oxobutanoate (1.1 equiv.) and NMM (5 equiv.) in THF. The r... The reagents and catalysts are CN(C)C=O (DMF). Starting materials: NC(C(=O)OCC)C(C)=O (ethyl 2-amino-3-oxobutanoate), CN1CCOCC1 (NMM), ClC1=NC=C(C(=O)OCC)C(=C1)NC1CCC1 (Ethyl 6-chloro-4-(cyclobutylamino)nicotinate), C(C(=O)Cl)(=O)Cl (oxalyl chloride). As a reaction SMILES: [Cl:1][C:2]1[CH:12]=[C:11]([NH:13][CH:14]2[CH2:17]C[CH2:15]2)[C:5]([C:6]([O:8]CC)=O)=[CH:4][N:3]=1.C(Cl)(=O)C(Cl)=O.[NH2:24][CH:25]([C:31](=[O:33])[CH3:32])[C:26]([O:28][CH2:29][CH3:30])=[O:27].CN1CCOCC1>C(Cl)Cl.CN(C=O)C.C1COCC1.CCOC(C)=O>[Cl:1][C:2]1[CH:12]=[C:11]([NH:13][CH:14]([CH3:15])[CH3:17])[C:5]([C:6]([NH:24][CH:25]([C:31](=[O:33])[CH3:32])[C:26]([O:28][CH2:29][CH3:30])=[O:27])=[O:8])=[CH:4][N:3]=1. Run at time 2 hour. Solvent: C1CCOC1 (THF), CCOC(=O)C (EtOAc), C(Cl)Cl (DCM). Reactants: CO, Cl, CCOC(=O)C1CCCC2CCN(C(=O)CCc3ccc(F)cc3)CC21, [K+], C1CCOC1, [OH-], O. The product is O=C(O)C1CCCC2CCN(C(=O)CCc3ccc(F)cc3)CC21. Reaction SMILES: [CH3:36][OH:37].[ClH:29].[F:1][c:2]1[cH:3][cH:4][c:5]([CH2:8][CH2:9][C:10](=[O:11])[N:12]2[CH2:13][CH:14]3[CH:15]([C:22](=[O:23])[O:24][CH2:25][CH3:26])[CH2:16][CH2:17][CH2:18][CH:19]3[CH2:20][CH2:21]2)[cH:6][cH:7]1.[K+:28].[O:30]1[CH2:31][CH2:32][CH2:33][CH2:34]1.[OH-:27].[OH2:35]>>[F:1][c:2]1[cH:3][cH:4][c:5]([CH2:8][CH2:9][C:10](=[O:11])[N:12]2[CH2:13][CH:14]3[CH:15]([C:22](=[O:23])[OH:24])[CH2:16][CH2:17][CH2:18][CH:19]3[CH2:20][CH2:21]2)[cH:6][cH:7]1. The reactants are C(C)(C)(C)OC(C(C)(C)SC=1SC=C(N1)CCNCCCCCCC)=O (2-({4-[2-(heptylamino)ethyl]-1,3-thiazol-2-yl}thio)-2-methylpropionic acid tert-butyl ester), ClC=1OC2=C(N1)C=CC=C2 (2-chloro-1,3-benzooxazole), Cl.C(C)(=O)OCC (hydrochloric acid ethyl acetate). Solvent: C(C)OCC (diethyl ether). Yields the product Cl.O1C(=NC2=C1C=CC=C2)N(CCC=2N=C(SC2)SC(C(=O)O)(C)C)CCCCCCC (2-[(4-{2-[1,3-benzoxazol-2-yl(heptyl)amino]ethyl}-1,3-thiazol-2-yl)thio]-2-methylpropionic acid hydrochloride). RXN SMILES: C([O:5][C:6](=[O:26])[C:7]([S:10][C:11]1[S:12][CH:13]=[C:14]([CH2:16][CH2:17][NH:18][CH2:19][CH2:20][CH2:21][CH2:22][CH2:23][CH2:24][CH3:25])[N:15]=1)([CH3:9])[CH3:8])(C)(C)C.[Cl:27][C:28]1[O:29][C:30]2[CH:36]=[CH:35][CH:34]=[CH:33][C:31]=2[N:32]=1.Cl.C(OCC)(=O)C>C(OCC)C>[ClH:27].[O:29]1[C:30]2[CH:36]=[CH:35][CH:34]=[CH:33][C:31]=2[N:32]=[C:28]1[N:18]([CH2:19][CH2:20][CH2:21][CH2:22][CH2:23][CH2:24][CH3:25])[CH2:17][CH2:16][C:14]1[N:15]=[C:11]([S:10][C:7]([CH3:8])([CH3:9])[C:6]([OH:5])=[O:26])[S:12][CH:13]=1 |f:2.3,5.6|. Reported procedure: A compound obtained using 2-({4-[2-(heptylamino)ethyl]-1,3-thiazol-2-yl}thio)-2-methylpropionic acid tert-butyl ester synthesized in Example 303-2 and 2-chloro-1,3-benzooxazole as starting materials and by operations similar to those of Example 303-3 and 303-4 was dissolved in diethyl ether, and reacted with 4 mol/L hydrochloric acid-ethyl acetate to give the title compound. Starting materials: NC1=C2C(=NC(=C1C(=O)OCC)C)SC(=C2Br)C (ethyl 4-amino-3-bromo-2,6-dimethylthieno[2,3-b]pyridine-5-carboxylate), [OH-].[Na+] (NaOH), Cl (HCl), material. Solvent: C(C)O (ethanol). Run at temperature 100 celsius, time 1 hour. The product is NC1=C2C(=NC(=C1C(=O)O)C)SC(=C2Br)C (4-Amino-3-bromo-2,6-dimethylthieno[2,3-b]pyridine-5-carboxylic acid). Isolated yield 65.1%. RXN SMILES: [NH2:1][C:2]1[C:7]([C:8]([O:10]CC)=[O:9])=[C:6]([CH3:13])[N:5]=[C:4]2[S:14][C:15]([CH3:18])=[C:16]([Br:17])[C:3]=12.[OH-].[Na+].Cl>C(O)C>[NH2:1][C:2]1[C:7]([C:8]([OH:10])=[O:9])=[C:6]([CH3:13])[N:5]=[C:4]2[S:14][C:15]([CH3:18])=[C:16]([Br:17])[C:3]=12 |f:1.2|. Procedure details: To a solution of ethyl 4-amino-3-bromo-2,6-dimethylthieno[2,3-b]pyridine-5-carboxylate (5 g, 15.19 mmol) (Description 6) in ethanol (50 mL) was added aqueous NaOH (3M) (20.25 mL, 60.8 mmol) and the mixture stirred at 100° C. for 1 h. The reaction mixture was cooled and combined with material (4.43 g) from a similar reaction. The combined solution was acidified with aqueous HCl (1M) to pH 6-7. Ethanol was removed in vacuo. Water (50 mL) was added and the mixture extracted with DCM (5×50 mL). The ... Starting materials: C1(CC1)C1=C(N=NC=C1)C1=NOC=N1 (cyclopropyl-1,2,4-oxadiazolylpyridazine), C1(CC1)C1=NC(=NO1)C1=CN=NC=C1 (4-(5-cyclopropyl-1,2,4-oxadiazol-3-yl)-pyridazine). The product is C1(CC1)C1=NOC(=N1)C1=NC=CN=C1 (2-(3-Cyclopropyl-1,2,4-oxadiazol-5-yl)pyrazine). Reaction SMILES: C1(C2C=CN=[N:6][C:5]=2[C:10]2N=CO[N:11]=2)CC1.[CH:15]1([C:18]2[O:22][N:21]=[C:20]([C:23]3[CH:28]=[CH:27]N=NC=3)[N:19]=2)[CH2:17]C1>>[CH:23]1([C:20]2[N:19]=[C:18]([C:15]3[CH:17]=[N:11][CH:10]=[CH:5][N:6]=3)[O:22][N:21]=2)[CH2:28][CH2:27]1. Procedure: The cyclopropyl-1,2,4-oxadiazolylpyridazine according to claim 1: 4-(5-cyclopropyl-1,2,4-oxadiazol-3-yl)-pyridazine. RXN SMILES: [C:1](#[N:2])[C:3]([CH3:4])([CH3:5])[c:6]1[cH:7][c:8]([C:9](=[O:10])[OH:11])[cH:12][cH:13][cH:14]1.[CH3:40][N:41]([CH3:42])[CH:43]=[O:44].[Cl:15][C:16]([C:17]([Cl:18])=[O:19])=[O:20].[NH2:21][c:22]1[cH:23][cH:24][cH:25][c:26]([OH:27])[cH:28]1.[Na+:29].[O:34]1[CH2:35][CH2:36][CH2:37][CH2:38]1.[OH2:39].[OH:30][C:31](=[O:32])[O-:33]>>[C:1](#[N:2])[C:3]([CH3:4])([CH3:5])[c:6]1[cH:7][c:8]([C:9](=[O:11])[NH:21][c:22]2[cH:23][cH:24][cH:25][c:26]([OH:27])[cH:28]2)[cH:12][cH:13][cH:14]1. Reactants: CC(C)(C#N)c1cccc(C(=O)O)c1, CN(C)C=O, O=C(Cl)C(=O)Cl, Nc1cccc(O)c1, [Na+], C1CCOC1, O, O=C([O-])O. The product is CC(C)(C#N)c1cccc(C(=O)Nc2cccc(O)c2)c1.